From a dataset of the Open Reaction Database (ORD), a public repository of structured organic reaction records. describe an organic reaction: reactants, conditions, products, and yield The reactants are FC=1C(=NC(=CC1)OC)NCC1CCOCC1 (3-fluoro-6-methoxy-N-((tetrahydro-2H-pyran-4-yl)methyl)pyridin-2-amine), [I-].[Na+] (sodium iodide), [Si](C)(C)(C)Cl (TMS-chloride). Solvent: C(C)#N (acetonitrile), CCOC(=O)C (EtOAc), O (water). Reaction conditions: temperature 95 celsius, time 20 hour. Product: FC=1C=CC(=NC1NCC1CCOCC1)O (5-fluoro-6-((tetrahydro-2H-pyran-4-yl)methyl)aminopyridin-2-ol). Reaction SMILES: [F:1][C:2]1[C:3]([NH:10][CH2:11][CH:12]2[CH2:17][CH2:16][O:15][CH2:14][CH2:13]2)=[N:4][C:5]([O:8]C)=[CH:6][CH:7]=1.[I-].[Na+].[Si](Cl)(C)(C)C>C(#N)C.CCOC(C)=O.O>[F:1][C:2]1[CH:7]=[CH:6][C:5]([OH:8])=[N:4][C:3]=1[NH:10][CH2:11][CH:12]1[CH2:17][CH2:16][O:15][CH2:14][CH2:13]1 |f:1.2|. Procedure: To a solution of 3-fluoro-6-methoxy-N-((tetrahydro-2H-pyran-4-yl)methyl)pyridin-2-amine (4.6 g, 19.14 mmol) in acetonitrile (50 mL) was added sodium iodide (20.09 g, 134 mmol) and TMS-chloride (17.13 mL, 134 mmol). The resulting mixture was stirred at about 95° C. for 20 hr. The reaction mixture was cooled to ambient temperature and then diluted with EtOAc (80 mL) and water (40 mL). The diluted mixture was stirred vigorously for about 30 min. The organic layer was separated and washed with 0.1N ... Reactants: ClC=1C=C2C(N(C(NC2=CC1)=O)CC(F)(F)F)(C(F)(F)F)C1=CC=CC=C1 (6-chloro-4-phenyl-3-(2,2,2-trifluoroethyl)-4-(trifluoromethyl)-3,4-dihydroquinazolin-2(1H)-one), ClC=1C=C2C(N(C(NC2=CC1)=O)CC(F)(F)F)(C(F)(F)F)O (6-chloro-4-hydroxy-3-(2,2,2-trifluoroethyl)-4-(trifluoromethyl)-3,4-dihydroquinazolin-2(1H)-one), C1(CC1)[Mg]Br (cyclopropyl magnesium bromide). Product: ClC=1C=C2C(N(C(NC2=CC1)=O)CC(F)(F)F)(C(F)(F)F)C1CC1 (6-chloro-4-cyclopropyl-3-(2,2,2-trifluoroethyl)-4-(trifluoromethyl)-3,4-dihydroquinazolin-2(1H)-one). Reaction SMILES: [Cl:1][C:2]1[CH:3]=[C:4]2[C:9](=[CH:10][CH:11]=1)[NH:8][C:7](=[O:12])[N:6]([CH2:13][C:14]([F:17])([F:16])[F:15])[C:5]2([C:22]1[CH:27]=[CH:26]C=CC=1)[C:18]([F:21])([F:20])[F:19].ClC1C=C2C(=CC=1)NC(=O)N(CC(F)(F)F)C2(O)C(F)(F)F.C1([Mg]Br)CC1>>[Cl:1][C:2]1[CH:3]=[C:4]2[C:9](=[CH:10][CH:11]=1)[NH:8][C:7](=[O:12])[N:6]([CH2:13][C:14]([F:17])([F:16])[F:15])[C:5]2([CH:22]1[CH2:27][CH2:26]1)[C:18]([F:21])([F:20])[F:19]. Procedure: Utilizing the general procedure outlined for 6-chloro-4-phenyl-3-(2,2,2-trifluoroethyl)-4-(trifluoromethyl)-3,4-dihydroquinazolin-2(1H)-one, 6-chloro-4-hydroxy-3-(2,2,2-trifluoroethyl)-4-(trifluoromethyl)-3,4-dihydroquinazolin-2(1H)-one (217 mg, 0.62 mmol) was reacted with 0.5 M cyclopropyl magnesium bromide (4.9 ml, 2.5 mmol) to afford 6-chloro-4-cyclopropyl-3-(2,2,2-trifluoroethyl)-4-(trifluoromethyl)-3,4-dihydroquinazolin-2(1H)-one as an oil. 1H NMR (CD3OD, 400 MHz) δ 7.89 (d, J=2.0 Hz, 1H), ... The reactants are CC=1C=CC=C2CCNC12 (7-methylindoline), C(C)(=O)OC(C)=O (acetic anhydride), ice water. The product is C(C)(=O)N1CCC2=CC=CC(=C12)C (1-Acetyl-7-methylindoline). As a reaction SMILES: [CH3:1][C:2]1[CH:3]=[CH:4][CH:5]=[C:6]2[C:10]=1[NH:9][CH2:8][CH2:7]2.[C:11](OC(=O)C)(=[O:13])[CH3:12]>>[C:11]([N:9]1[C:10]2[C:6](=[CH:5][CH:4]=[CH:3][C:2]=2[CH3:1])[CH2:7][CH2:8]1)(=[O:13])[CH3:12]. Procedure details: A solution of 7-methylindoline (10.2 g) in acetic anhydride (25 ml) was refluxed for 30 min. After cooling, the reaction solution was poured into ice water (250 ml) and the resulting crystal was filtered by means of suction, heated and vacuum dried to yield the end product (11.7 g). RXN SMILES: [OH-].[Na+].[CH:3]1[CH2:7][CH:6]=[CH:5][CH:4]=1.[CH3:8][CH:9](Br)[CH2:10][CH3:11]>CCCCCCCC[N+](CCCCCCCC)(CCCCCCCC)C.[Cl-].O>[CH3:8][CH:9]([C:4]1[C:3]([CH:3]([CH2:4][CH3:5])[CH3:7])=[C:7]([CH:9]([CH2:10][CH3:11])[CH3:8])[CH2:6][CH:5]=1)[CH2:10][CH3:11] |f:0.1,4.5|. Reactants: [OH-].[Na+] (NaOH), C1=CC=CC1 (cyclopentadiene), CC(CC)Br (2-butyl bromide). Procedure: A double-walled reactor having a volume of 1 L, provided with baffles, condenser, top stirrer, thermometer and dropping funnel, was charged with 400 g of clear 50% strength NaOH (5 mol). Then 9.6 g of Aliquat 336 (24 mmol) and 15.2 g (0.23 mol) of freshly cracked cyclopentadiene were added. The reaction mixture was stirred vigorously for a few minutes, then 99.8 g of 2-butyl bromide (0.73 mol) were added over a period of half an hour, while the reaction mixture was cooled with circulating water ... Reagents/catalysts: CCCCCCCC[N+](C)(CCCCCCCC)CCCCCCCC.[Cl-] (Aliquat 336). Run in O (water). Run at temperature 70 celsius, time 3 hour. Product: CC(CC)C=1C(=C(CC1)C(C)CC)C(C)CC (tri(2-butyl)cyclopentadiene). The reactants are CO, ClC(Cl)Cl, COC(=O)Nc1ccc(OCc2ccc(Cl)cc2)cn1, [Na+], [OH-], O. Product: Nc1ccc(OCc2ccc(Cl)cc2)cn1. RXN SMILES: [CH3:28][OH:29].[CH:21]([Cl:22])([Cl:23])[Cl:24].[Cl:1][c:2]1[cH:3][cH:4][c:5]([CH2:6][O:7][c:8]2[cH:9][cH:10][c:11]([NH:14][C:15](=[O:16])[O:17][CH3:18])[n:12][cH:13]2)[cH:19][cH:20]1.[Na+:27].[OH-:26].[OH2:25]>>[Cl:1][c:2]1[cH:3][cH:4][c:5]([CH2:6][O:7][c:8]2[cH:9][cH:10][c:11]([NH2:14])[n:12][cH:13]2)[cH:19][cH:20]1.